From a dataset of the Open Reaction Database (ORD), a public repository of structured organic reaction records. describe an organic reaction: reactants, conditions, products, and yield Yields the product CC1(CC=2C(=NC=NC2CC1)N1CCOC2=C(C1)C=C(C=C2)C=2C=CC1=C(NC(=N1)CC)C2)C (4-(6,6-dimethyl-5,6,7,8-tetrahydroquinazolin-4-yl)-7-(2-ethyl-1H-benzimidazol-6-yl)-2,3,4,5-tetrahydro-1,4-benzoxazepine). Starting materials: CC1(CC=2C(=NC=NC2CC1)N1CCOC2=C(C1)C=C(C=C2)C=2C=C(C(=CC2)N)N)C (4-[4-(6,6-dimethyl-5,6,7,8-tetrahydroquinazolin-4-yl)-2,3,4,5-tetrahydro-1,4-benzoxazepin-7-yl]benzene-1,2-diamine), C(CC)(OC)(OC)OC (trimethyl orthopropionate). Reported procedure: Prepared according to the method of example 18 omitting step 1 and by using 4-[4-(6,6-dimethyl-5,6,7,8-tetrahydroquinazolin-4-yl)-2,3,4,5-tetrahydro-1,4-benzoxazepin-7-yl]benzene-1,2-diamine and trimethyl orthopropionate in step 2. 1H NMR (400 MHz, d6-DMSO): 8.69 (s, 1H), 7.94 (s, 1H), 7.84-7.78 (m, 3H), 7.60 (m, 1H), 7.35 (s, 1H), 7.23 (s, 1H), 7.04 (d, 1H), 5.09 (s, 2H), 4.48 (m, 2H), 4.19 (m, 2H), 3.18 (dd, 2H), 2.70 (t, 2H), 2.54 (s, 2H), 1.58 (t, 2H), 1.45 (t, 3H), 0.85 (s, 6H); MS (EI) for... RXN SMILES: [CH3:1][C:2]1([CH3:31])[CH2:11][CH2:10][C:9]2[N:8]=[CH:7][N:6]=[C:5]([N:12]3[CH2:18][C:17]4[CH:19]=[C:20]([C:23]5[CH:24]=[C:25]([NH2:30])[C:26]([NH2:29])=[CH:27][CH:28]=5)[CH:21]=[CH:22][C:16]=4[O:15][CH2:14][CH2:13]3)[C:4]=2[CH2:3]1.[C:32](OC)(OC)(OC)[CH2:33][CH3:34]>>[CH3:1][C:2]1([CH3:31])[CH2:11][CH2:10][C:9]2[N:8]=[CH:7][N:6]=[C:5]([N:12]3[CH2:18][C:17]4[CH:19]=[C:20]([C:23]5[CH:28]=[CH:27][C:26]6[N:29]=[C:32]([CH2:33][CH3:34])[NH:30][C:25]=6[CH:24]=5)[CH:21]=[CH:22][C:16]=4[O:15][CH2:14][CH2:13]3)[C:4]=2[CH2:3]1. Starting materials: C=CCc1cc(-c2ccccc2)ccc1OCCCOc1ccc(CC(OC)C(=O)O)cc1, CCOC(C)=O. Yields the product CCCc1cc(-c2ccccc2)ccc1OCCCOc1ccc(CC(OC)C(=O)O)cc1. RXN SMILES: [CH2:1]([CH:2]=[CH2:3])[c:4]1[cH:5][c:6](-[c:28]2[cH:29][cH:30][cH:31][cH:32][cH:33]2)[cH:7][cH:8][c:9]1[O:10][CH2:11][CH2:12][CH2:13][O:14][c:15]1[cH:16][cH:17][c:18]([CH2:21][CH:22]([C:23](=[O:24])[OH:25])[O:26][CH3:27])[cH:19][cH:20]1.[CH3:34][CH2:35][O:36][C:37](=[O:38])[CH3:39]>>[CH2:1]([CH2:2][CH3:3])[c:4]1[cH:5][c:6](-[c:28]2[cH:29][cH:30][cH:31][cH:32][cH:33]2)[cH:7][cH:8][c:9]1[O:10][CH2:11][CH2:12][CH2:13][O:14][c:15]1[cH:16][cH:17][c:18]([CH2:21][CH:22]([C:23](=[O:24])[OH:25])[O:26][CH3:27])[cH:19][cH:20]1. The reactants are C(#N)C(CC=C)C=1C(=C(C(=NC1C(F)(F)F)C(F)F)C(=O)OC)CC1CC1 (methyl 5-(1-cyano-3-butenyl)-4-(cyclopropylmethyl)-2-(difluoromethyl)-6-(trifluoromethyl)-3-pyridine-carboxylate), CCOCC (ether), [H-].C(C(C)C)[Al+]CC(C)C (diisobutylaluminum hydride), Cl (HCl). Run at time 30 minute. Product: C1(CC1)CC1=C(C(=NC(=C1C(CC=C)C=O)C(F)(F)F)C(F)F)C(=O)OC (methyl 4-(cyclopropylmethyl)-2-(difluoromethyl)-5-(1-formyl-3-butenyl)-6-(trifluoromethyl)-3-pyridinecarboxylate). RXN SMILES: [C:1]([CH:3]([C:7]1[C:8]([CH2:24][CH:25]2[CH2:27][CH2:26]2)=[C:9]([C:20]([O:22][CH3:23])=[O:21])[C:10]([CH:17]([F:19])[F:18])=[N:11][C:12]=1[C:13]([F:16])([F:15])[F:14])[CH2:4][CH:5]=[CH2:6])#N.[H-].C([Al+]CC(C)C)C(C)C.Cl.CC[O:41]CC>>[CH:25]1([CH2:24][C:8]2[C:7]([CH:3]([CH:1]=[O:41])[CH2:4][CH:5]=[CH2:6])=[C:12]([C:13]([F:15])([F:16])[F:14])[N:11]=[C:10]([CH:17]([F:18])[F:19])[C:9]=2[C:20]([O:22][CH3:23])=[O:21])[CH2:26][CH2:27]1 |f:1.2|. Procedure details: To a solution of 16.5 g(68.3 mmol) of methyl 5-(1-cyano-3-butenyl)-4-(cyclopropylmethyl)-2-(difluoromethyl)-6-(trifluoromethyl)-3-pyridine-carboxylate (example 16 of U.S. Pat. No. 5,169,432) in 250 ml of ether cooled in an ice bath was added 91 ml (136 mmol) of diisobutylaluminum hydride (1.5 M in toluene). The reaction mixture was stirred on an ice bath for 30 min and was treated with 200 ml of 2.4 M HCl. The organic layer was washed with brine, dried (MgSO4), and filtered through silica gel. T... The reactants are OC1(N=C(N(C1)C1=CC=C(C=C1)SC)C1=NN=C(S1)SC)C(F)(F)F (4-hydroxy-1-[4-(methylthio)phenyl]-2-[2-(methylthio)-1,3,4-thiadiazol-5-yl]-4-(trifluoromethyl)-4,5-dihydro-1H-imidazole), O.C1(=CC=C(C=C1)S(=O)(=O)O)C (p-toluenesulfonic acid monohydrate). Run in C1(=CC=CC=C1)C (toluene). Product: CSC1=CC=C(C=C1)N1C(=NC(=C1)C(F)(F)F)C1=NN=C(S1)SC (1-[4-(Methylthio)phenyl]-2-[2-(methylthio)-1,3,4-thiadiazol-5-yl]-4-(trifluoromethyl)-1H-imidazole). Isolated yield 80.4%. As a reaction SMILES: O[C:2]1([C:22]([F:25])([F:24])[F:23])[CH2:6][N:5]([C:7]2[CH:12]=[CH:11][C:10]([S:13][CH3:14])=[CH:9][CH:8]=2)[C:4]([C:15]2[S:19][C:18]([S:20][CH3:21])=[N:17][N:16]=2)=[N:3]1.O.C1(C)C=CC(S(O)(=O)=O)=CC=1>C1(C)C=CC=CC=1>[CH3:14][S:13][C:10]1[CH:11]=[CH:12][C:7]([N:5]2[CH:6]=[C:2]([C:22]([F:25])([F:24])[F:23])[N:3]=[C:4]2[C:15]2[S:19][C:18]([S:20][CH3:21])=[N:17][N:16]=2)=[CH:8][CH:9]=1 |f:1.2|. Procedure details: A mixture of 4-hydroxy-1-[4-(methylthio)phenyl]-2-[2-(methylthio)-1,3,4-thiadiazol-5-yl]-4-(trifluoromethyl)-4,5-dihydro-1H-imidazole (0.52 g, 1.28 mmol) and p-toluenesulfonic acid monohydrate (0.1 g) in toluene (20 mL) was heated to reflux for 1 hour. The reaction mixture was cooled to room temperature and the solvent was removed in vacuo. The crude residue was redissolved in ethyl acetate and washed with water, aqueous sodium bicarbonate and brine. After drying (Na2SO4), filtration, and concen... The reactants are O=C(O)c1ccc(N2CCC(F)(F)C2)c(OCC2CC2)n1, NC(=O)C(N)CC1CC1. The product is NC(=O)C(CC1CC1)NC(=O)c1ccc(N2CCC(F)(F)C2)c(OCC2CC2)n1. RXN SMILES: [CH:1]1([CH2:4][O:5][c:6]2[c:7]([N:15]3[CH2:16][C:17]([F:20])([F:21])[CH2:18][CH2:19]3)[cH:8][cH:9][c:10]([C:12](=[O:13])[OH:14])[n:11]2)[CH2:2][CH2:3]1.[NH2:22][CH:23]([C:24](=[O:25])[NH2:26])[CH2:27][CH:28]1[CH2:29][CH2:30]1>>[CH:1]1([CH2:4][O:5][c:6]2[c:7]([N:15]3[CH2:16][C:17]([F:20])([F:21])[CH2:18][CH2:19]3)[cH:8][cH:9][c:10]([C:12](=[O:14])[NH:22][CH:23]([C:24](=[O:25])[NH2:26])[CH2:27][CH:28]3[CH2:29][CH2:30]3)[n:11]2)[CH2:2][CH2:3]1. Starting materials: ice water, ClC1=C(C=CC(=C1Cl)C(CCC)=O)O (2,3-dichloro-4-butyrylphenol), BrC1(CCC1)C(=O)OCC (ethyl 1-bromocyclobutanecarboxylate), C([O-])([O-])=O.[K+].[K+] (potassium carbonate). The solvent is CN(C=O)C (N,N-dimethylformamide). Reaction conditions: temperature 65 celsius. Yields the product ClC1=C(OC2(CCC2)C(=O)O)C=CC(=C1Cl)C(CCC)=O (1-(2,3-dichloro-4-butyrylphenoxy)cyclobutane-1-carboxylic acid). RXN SMILES: [Cl:1][C:2]1[C:7]([Cl:8])=[C:6]([C:9](=[O:13])[CH2:10][CH2:11][CH3:12])[CH:5]=[CH:4][C:3]=1[OH:14].Br[C:16]1([C:20]([O:22]CC)=[O:21])[CH2:19][CH2:18][CH2:17]1.C(=O)([O-])[O-].[K+].[K+]>CN(C)C=O>[Cl:1][C:2]1[C:7]([Cl:8])=[C:6]([C:9](=[O:13])[CH2:10][CH2:11][CH3:12])[CH:5]=[CH:4][C:3]=1[O:14][C:16]1([C:20]([OH:22])=[O:21])[CH2:19][CH2:18][CH2:17]1 |f:2.3.4|. Procedure details: A mixture of 2,3-dichloro-4-butyrylphenol (7 g, 0.03 mole), ethyl 1-bromocyclobutanecarboxylate (10.23 g, 0.049 mole) and potassium carbonate (7.5 g, 0.054 mole) in N,N-dimethylformamide (60 ml) was stirred and heated at 65° C. for 18 hours. The reaction mixture was poured into ice water and the resulting mixture was extracted with ether. The ether extract was washed with a 1% sodium hydroxide solution, then with water and finally dried over MgSO4. The ether was evaporated in vacuo and the resid... Reactants: CC(C)O (2-Propanol), C=C[C@H]1CC[C@H]2[C@@H]3CC=C4C[C@H](CC[C@]4(C)[C@H]3CC[C@]12C)O (pregna-5,20-dien-3β-ol), CC(=O)C.OS(=O)(=O)O.O=[Cr](=O)=O (Jones reagent), CC(=O)C.OS(=O)(=O)O.O=[Cr](=O)=O (Jones reagent), O (water). Run in CC(=O)C (acetone). Conditions: time 45 minute. Product: C=C[C@H]1CC[C@H]2[C@@H]3CC(C4=CC(CC[C@]4(C)[C@H]3CC[C@]12C)=O)=O (Pregna-4,20-dien-3,6-dione). As a reaction SMILES: [CH2:1]=[CH:2][C@@H:3]1[C@:20]2([CH3:21])[C@H:6]([C@H:7]3[C@H:17]([CH2:18][CH2:19]2)[C@:15]2([CH3:16])[C:10]([CH2:11][C@@H:12]([OH:22])[CH2:13][CH2:14]2)=[CH:9][CH2:8]3)[CH2:5][CH2:4]1.CC(C)=[O:25].OS(O)(=O)=O.O=[Cr](=O)=O.CC(O)C.O>CC(C)=O>[CH2:1]=[CH:2][C@@H:3]1[C@:20]2([CH3:21])[C@H:6]([C@H:7]3[C@H:17]([CH2:18][CH2:19]2)[C@:15]2([CH3:16])[C:10](=[CH:11][C:12](=[O:22])[CH2:13][CH2:14]2)[C:9](=[O:25])[CH2:8]3)[CH2:5][CH2:4]1 |f:1.2.3|. Procedure details: A solution of pregna-5,20-dien-3β-ol (300.5 mg, 1.000 mmol) in 35 mL of acetone was cooled in an ice water bath and 2.67M Jones reagent (0.71 mL, 1.9 mmol) was added. After stirring 11/2 h a further 0.71 mL of Jones reagent were added and the reaction was continued 45 min, 2-Propanol (1.0 mL) was added and the mixture was poured into 100 mL of water. The mixture was then extracted twice with 50 mL of ethyl acetate and the combined organic extracts were washed with 50 mL of saturated sodium bicar... Reactants: COCCOCCN (2-(2-methoxyethoxy)ethylamine), C(C)(=O)[O-] (acetate), C(C)(=O)O (acetic acid), N#CN (cyanamide). Solvent: two. Run at temperature 90 celsius. Yields the product COCCOCCNC(=N)N (2-(2-methoxyethoxy)ethylguanidine). The yield is 28.4%. As a reaction SMILES: [CH3:1][O:2][CH2:3][CH2:4][O:5][CH2:6][CH2:7][NH2:8].C(O)(=O)C.[N:13]#[C:14][NH2:15].C([O-])(=O)C>>[CH3:1][O:2][CH2:3][CH2:4][O:5][CH2:6][CH2:7][NH:8][C:14]([NH2:15])=[NH:13]. Reported procedure: 5.96 g (50.0 mmol) of 2-(2-methoxyethoxy)ethylamine and 3.00 g (50.0 mmol) of acetic acid were placed in a 30 ml two neck flask. While heating the flask in a 90° C. oil bath, 3.10 g (73.7 mmol) of cyanamide was added. After 5 hours of the reaction, the product was purified by a silica gel column chromatography (eluent, chloroform/ethanol=2/1 containing 0.5% acetic acid) to obtain 3.15 g of the title compound (wax-like, 14.2 mmol, 28.5% in yield) in the form of acetate. Results of the analysis of... RXN SMILES: [CH2:1]([CH:2]1[CH2:3][O:4]1)[O:5][C:6]([CH3:7])([CH3:8])[CH3:9].[CH3:31][CH2:32][O:33][CH2:34][CH3:35].[Cl:10][c:11]1[c:12]([NH:18][C:19]([C:20]([C:21]([F:22])([F:23])[F:24])([CH3:25])[O:26][C:27]([CH3:28])=[O:29])=[O:30])[cH:13][cH:14][c:15]([NH2:17])[cH:16]1.[Cu+2:44].[F:36][C:37]([F:38])([F:39])[S:40]([O-:41])(=[O:42])=[O:43].[F:45][C:46]([F:47])([F:48])[S:49]([O-:50])(=[O:51])=[O:52]>>[CH2:1]([CH:2]([CH2:3][NH:17][c:15]1[cH:14][cH:13][c:12]([NH:18][C:19]([C:20]([C:21]([F:22])([F:23])[F:24])([CH3:25])[O:26][C:27]([CH3:28])=[O:29])=[O:30])[c:11]([Cl:10])[cH:16]1)[OH:4])[O:5][C:6]([CH3:7])([CH3:8])[CH3:9]. The product is CC(=O)OC(C)(C(=O)Nc1ccc(NCC(O)COC(C)(C)C)cc1Cl)C(F)(F)F. Starting materials: CC(C)(C)OCC1CO1, CCOCC, CC(=O)OC(C)(C(=O)Nc1ccc(N)cc1Cl)C(F)(F)F, [Cu+2], O=S(=O)([O-])C(F)(F)F, O=S(=O)([O-])C(F)(F)F. Starting materials: C1COCCN1, CC(Oc1cccc2ncnc(Nc3ccc4c(cnn4Cc4nccs4)c3)c12)C(=O)O. The product is CC(Oc1cccc2ncnc(Nc3ccc4c(cnn4Cc4nccs4)c3)c12)C(=O)N1CCOCC1. Reaction SMILES: [CH2:33]1[CH2:34][O:35][CH2:36][CH2:37][NH:38]1.[s:1]1[c:2]([CH2:6][n:7]2[n:8][cH:9][c:10]3[cH:11][c:12]([NH:16][c:17]4[n:18][cH:19][n:20][c:21]5[cH:22][cH:23][cH:24][c:25]([O:27][CH:28]([C:29](=[O:30])[OH:31])[CH3:32])[c:26]45)[cH:13][cH:14][c:15]23)[n:3][cH:4][cH:5]1>>[s:1]1[c:2]([CH2:6][n:7]2[n:8][cH:9][c:10]3[cH:11][c:12]([NH:16][c:17]4[n:18][cH:19][n:20][c:21]5[cH:22][cH:23][cH:24][c:25]([O:27][CH:28]([C:29](=[O:30])[N:38]6[CH2:33][CH2:34][O:35][CH2:36][CH2:37]6)[CH3:32])[c:26]45)[cH:13][cH:14][c:15]23)[n:3][cH:4][cH:5]1.